The task is: describe an organic reaction: reactants, conditions, products, and yield. This data is from the Open Reaction Database (ORD), a public repository of structured organic reaction records. The reactants are O=C([O-])[O-], COc1cc2c(Oc3ccc4[nH]c(C)cc4c3)ncnc2cc1OCCN1CCNCC1, CC(=O)CCl, [K+], [K+]. The product is COc1cc2c(Oc3ccc4[nH]c(C)cc4c3)ncnc2cc1OCCN1CCN(CC(C)=O)CC1. RXN SMILES: [C:38](=[O:39])([O-:40])[O-:41].[CH3:1][O:2][c:3]1[cH:4][c:5]2[c:6]([O:22][c:23]3[cH:24][c:25]4[cH:26][c:27]([CH3:32])[nH:28][c:29]4[cH:30][cH:31]3)[n:7][cH:8][n:9][c:10]2[cH:11][c:12]1[O:13][CH2:14][CH2:15][N:16]1[CH2:17][CH2:18][NH:19][CH2:20][CH2:21]1.[CH3:33][C:34](=[O:35])[CH2:36][Cl:37].[K+:42].[K+:43]>>[CH3:1][O:2][c:3]1[cH:4][c:5]2[c:6]([O:22][c:23]3[cH:24][c:25]4[cH:26][c:27]([CH3:32])[nH:28][c:29]4[cH:30][cH:31]3)[n:7][cH:8][n:9][c:10]2[cH:11][c:12]1[O:13][CH2:14][CH2:15][N:16]1[CH2:17][CH2:18][N:19]([CH2:36][C:34]([CH3:33])=[O:35])[CH2:20][CH2:21]1.